This data is from the Open Reaction Database (ORD), a public repository of structured organic reaction records. The task is: describe an organic reaction: reactants, conditions, products, and yield Reactants: C1(=CC=CC=C1)C=1C=NN(C1C1=CC=CC=C1)CC(=O)OCC (ethyl 4,5-diphenyl-1H-pyrazole-1-acetate), C(C)N(CC)CCCN (diethylaminopropylamine), C(C)N(CC)CCCN (diethylaminopropylamine). Solvent: CCOCC (ether). Product: O.C(C)N(CCCNC(CN1N=CC(=C1C1=CC=CC=C1)C1=CC=CC=C1)=O)CC.C(C)N(CC)CCCNC(CN1N=CC(=C1C1=CC=CC=C1)C1=CC=CC=C1)=O (N-[3-(diethylamino)propyl]-4,5-diphenyl-1H-pyrazole-1-acetamide hemihydrate). The yield is 82.3%. RXN SMILES: [C:1]1([C:7]2[CH:8]=[N:9][N:10]([CH2:18][C:19]([O:21]CC)=[O:20])[C:11]=2[C:12]2[CH:17]=[CH:16][CH:15]=[CH:14][CH:13]=2)[CH:6]=[CH:5][CH:4]=[CH:3][CH:2]=1.[CH2:24]([N:26]([CH2:29][CH2:30][CH2:31][NH2:32])[CH2:27][CH3:28])[CH3:25]>CCOCC>[OH2:20].[CH2:24]([N:26]([CH2:27][CH3:28])[CH2:29][CH2:30][CH2:31][NH:32][C:19](=[O:21])[CH2:18][N:10]1[C:11]([C:12]2[CH:13]=[CH:14][CH:15]=[CH:16][CH:17]=2)=[C:7]([C:1]2[CH:2]=[CH:3][CH:4]=[CH:5][CH:6]=2)[CH:8]=[N:9]1)[CH3:25].[CH2:24]([N:26]([CH2:29][CH2:30][CH2:31][NH:32][C:19](=[O:21])[CH2:18][N:10]1[C:11]([C:12]2[CH:17]=[CH:16][CH:15]=[CH:14][CH:13]=2)=[C:7]([C:1]2[CH:6]=[CH:5][CH:4]=[CH:3][CH:2]=2)[CH:8]=[N:9]1)[CH2:27][CH3:28])[CH3:25] |f:3.4.5|. Procedure: A mixture of 8 g (0.026 mol) of ethyl 4,5-diphenyl-1H-pyrazole-1-acetate of example 1 and 40 mL (0.25 mol) of diethylaminopropylamine was heated on a steam bath under nitrogen for 14 hours. The excess diethylaminopropylamine was stripped in vacuo and the residue dissolved in ether. The ether solution was washed two times with water, once with saturated sodium chloride, dried over magnesium sulfate, filtered and evaporated in vacuo. The resulting white residue was dissolved in ether and a small a...